From a dataset of the Open Reaction Database (ORD), a public repository of structured organic reaction records. describe an organic reaction: reactants, conditions, products, and yield The reactants are 1h, N1N=NC2=C1C=CC=C2 (1H-benzotriazole), ClCC1=C(C=CC=C1)F (1-(chloromethyl)-2-fluorobenzene). As a reaction SMILES: [NH:1]1[C:5]2[CH:6]=[CH:7][CH:8]=[CH:9][C:4]=2[N:3]=[N:2]1.Cl[CH2:11][C:12]1[CH:17]=[CH:16][CH:15]=[CH:14][C:13]=1[F:18]>>[F:18][C:13]1[CH:14]=[CH:15][CH:16]=[CH:17][C:12]=1[CH2:11][N:1]1[C:5]2[CH:6]=[CH:7][CH:8]=[CH:9][C:4]=2[N:3]=[N:2]1.[F:18][C:13]1[CH:14]=[CH:15][CH:16]=[CH:17][C:12]=1[CH2:11][N:2]1[N:3]=[C:4]2[CH:9]=[CH:8][CH:7]=[CH:6][C:5]2=[N:1]1. Procedure: In a procedure as in Example 2 but using 1H-benzotriazole (34.5 g, 0.289 mol) and 1-(chloromethyl)-2-fluorobenzene (41.8 g, 0.289 mol) for 1h gave the title compound and (2-fluorophenyl)methyl-2H-benzotriazole in a ratio of 80:20. Similar workup and recrystallization gave the pure 1H-isomer (73%): mp 93°-95° C. (cyclohexane); 1H NMR (270 MHz, CDCl3) δ5.93 (s, 2H, CH2), 7.08-7.47 (m, 7H), 8.10 (d, J=7.2 Hz, 1H). Product: FC1=C(C=CC=C1)CN1N=NC2=C1C=CC=C2 ((2-Fluorophenyl)methyl-1H-benzotriazole), FC1=C(C=CC=C1)CN1N=C2C(=N1)C=CC=C2 ((2-fluorophenyl)methyl-2H-benzotriazole). Reactants: [OH-].[Na+] (NaOH), OC1=CC=C(C(=O)C2=CC=CC=C2)C=C1 (4-Hydroxybenzophenone), C(Cl)C1CO1 (epichlorohydrine), C(Cl)Cl (methylene chloride). The reagents and catalysts are [Br-].C(C)[N+](CC)(CC)CC (Tetraethylammonium bromide). Run at temperature 100 celsius, time 3 hour. Yields the product C(C1=CC=CC=C1)(=O)C1=CC=C(OCC2OC2)C=C1 (2-(4-benzoylphenoxymethyl)oxirane). Yield: 83.0%. RXN SMILES: [OH:1][C:2]1[CH:15]=[CH:14][C:5]([C:6]([C:8]2[CH:13]=[CH:12][CH:11]=[CH:10][CH:9]=2)=[O:7])=[CH:4][CH:3]=1.[OH-].[Na+].C(Cl)Cl.[CH2:21]([CH:23]1[O:25][CH2:24]1)Cl>[Br-].C([N+](CC)(CC)CC)C>[C:6]([C:5]1[CH:4]=[CH:3][C:2]([O:1][CH2:21][CH:23]2[CH2:24][O:25]2)=[CH:15][CH:14]=1)(=[O:7])[C:8]1[CH:13]=[CH:12][CH:11]=[CH:10][CH:9]=1 |f:1.2,5.6|. Procedure details: 4-Hydroxybenzophenone (10.0 g; 50.5 mmol) was dissolved in epichlorohydrine (50 mL). Tetraethylammonium bromide (0.1 g; 0.48 mmol) was added and the reaction mixture was heated to 100° C. for 30 h under reflux. Near quantitative conversion of the starting material was confirmed by TLC. The reaction mixture was cooled to 30° C. and 50% aqueous NaOH (6.06 g, 75.7 mmol) was added dropwise to the vigorously stirred solution. The stirring was continued for a further 3 h at this temperature. The react... Reactants: C(CCC)[Li] (n-butyllithium), BrC1=C(C=C(C=C1)OCOC)OCOC (1-bromo-2,4-bismethoxymethoxybenzene), B(OC(C)C)(OC(C)C)OC(C)C (triisopropyl borate), Cl (Hydrochloric acid). Run in CCCCCC (hexane), CCCCCC (hexane), O1CCCC1 (tetrahydrofuran). Reaction conditions: temperature -78 celsius, time 5 hour. The product is COCOC1=C(C=CC(=C1)OCOC)B(O)O (2,4-bismethoxymethoxyphenylboronic acid). Yield: 35.0%. As a reaction SMILES: Br[C:2]1[CH:7]=[CH:6][C:5]([O:8][CH2:9][O:10][CH3:11])=[CH:4][C:3]=1[O:12][CH2:13][O:14][CH3:15].[B:16](OC(C)C)([O:21]C(C)C)[O:17]C(C)C.C([Li])CCC.Cl>CCCCCC.O1CCCC1>[CH3:15][O:14][CH2:13][O:12][C:3]1[CH:4]=[C:5]([O:8][CH2:9][O:10][CH3:11])[CH:6]=[CH:7][C:2]=1[B:16]([OH:21])[OH:17]. Reported procedure: To a solution of 1-bromo-2,4-bismethoxymethoxybenzene in hexane (250 ml) and tetrahydrofuran (110 ml) was added triisopropyl borate (45 g, 238 mmol), and the mixture was cooled to −78° C. A solution (151 ml, 238 mmol) of 1.58M n-butyllithium in hexane was added dropwise and the mixture was stirred for 5 hr. 1N Hydrochloric acid (240 ml) was added under ice-cooling, and the mixture was stirred for 15 min. The reaction mixture was extracted with ethyl acetate, and the organic layer was washed with... Reactants: Fc1ccc(F)c(Br)c1, C1CCOC1, [Cl-], I, [Mg], [NH4+], CC(OC1CCCCO1)C(=O)N1CCOCC1, O. The product is CC(OC1CCCCO1)C(=O)c1cc(F)ccc1F. RXN SMILES: [Br:3][c:4]1[c:5]([F:11])[cH:6][cH:7][c:8]([F:10])[cH:9]1.[CH2:31]1[O:32][CH2:33][CH2:34][CH2:35]1.[Cl-:29].[I:2].[Mg:1].[NH4+:30].[O:12]1[CH:13]([O:18][CH:19]([C:20](=[O:21])[N:22]2[CH2:23][CH2:24][O:25][CH2:26][CH2:27]2)[CH3:28])[CH2:14][CH2:15][CH2:16][CH2:17]1.[OH2:36]>>[c:4]1([C:20]([CH:19]([O:18][CH:13]2[O:12][CH2:17][CH2:16][CH2:15][CH2:14]2)[CH3:28])=[O:21])[c:5]([F:11])[cH:6][cH:7][c:8]([F:10])[cH:9]1.